This data is from the Open Reaction Database (ORD), a public repository of structured organic reaction records. The task is: describe an organic reaction: reactants, conditions, products, and yield The reactants are C1(=CC(=CC=C1)CC#N)CC#N (meta-xylylene dicyanide), N (NH3). Reagents/catalysts: [Ni] (Raney nickel). The solvent is C(C)O (ethanol). The product is NCCC1=CC(=CC=C1)CCN (1,3-Bis-(2-aminoethyl)-benzene). Reaction SMILES: [C:1]1([CH2:10][C:11]#[N:12])[CH:6]=[CH:5][CH:4]=[C:3]([CH2:7][C:8]#[N:9])[CH:2]=1.N>[Ni].C(O)C>[NH2:9][CH2:8][CH2:7][C:3]1[CH:4]=[CH:5][CH:6]=[C:1]([CH2:10][CH2:11][NH2:12])[CH:2]=1. Procedure details: A mixture of 25.0 g (0.16 mmol) meta-xylylene dicyanide, 300 ml ethanol and50 ml conc. NH3 is hydrogenated in the presence of Raney nickel for 5 hrs. at 100° C. and 150 bar. One then filters off with suction and evaporates. The residue is dissolved in ether, the solution is clarified with active carbon and finally mixed with HCl-containing ether, whereby the dihydrochloride precipitates out. One filters off with suction, washeswith ether and dries. Yield 23.2 g (61% of theory) of dihydrochloride... The reactants are C(C1=CC=CC=C1)OC1=C(C=C(C=C1)C(N)=S)CCC (4-(benzyloxy)-3-propylbenzenecarbothioamide), BrCC(CC)=O (1-bromo-2-butanone). Run in CCO (EtOH). Run at temperature 70 celsius, time 3 hour. The product is C(C1=CC=CC=C1)OC1=C(C=C(C=C1)C=1SC=C(N1)CC)CCC (2-[4-(benzyloxy)-3-propylphenyl]-4-ethyl-1,3-thiazole). As a reaction SMILES: [CH2:1]([O:8][C:9]1[CH:14]=[CH:13][C:12]([C:15](=[S:17])[NH2:16])=[CH:11][C:10]=1[CH2:18][CH2:19][CH3:20])[C:2]1[CH:7]=[CH:6][CH:5]=[CH:4][CH:3]=1.Br[CH2:22][C:23](=O)[CH2:24][CH3:25]>CCO>[CH2:1]([O:8][C:9]1[CH:14]=[CH:13][C:12]([C:15]2[S:17][CH:22]=[C:23]([CH2:24][CH3:25])[N:16]=2)=[CH:11][C:10]=1[CH2:18][CH2:19][CH3:20])[C:2]1[CH:3]=[CH:4][CH:5]=[CH:6][CH:7]=1. Procedure details: To a solution of 4-(benzyloxy)-3-propylbenzenecarbothioamide (0.53 g, 1.86 mmol) (Example 31) in EtOH (70 mL) was added 1-bromo-2-butanone (0.47 g, 2.79 mmol), and the reaction was stirred for 3 h at 70° C. After the reaction was complete, the reaction mixture was concentrated under reduced pressure and the residue was saved. This procedure was repeated on a 1.1 g scale (based on thioamide). The two crude residues were combined and purified by silica gel chromatography (EtOAc/hexane (v/v)=1:9, t... Reactants: C[C@]12CC[C@@]3([C@@H]([C@H]2CC[C@@H]2[C@]4(CC=C(C([C@@H]4CC[C@@]12C)(C)C)C1=CC=C(C(=O)OC(C)(C)C)C=C1)C)[C@@H](CC3)C(=C)C)CNCCN3CCCCC3 (tert-butyl 4-((1R,3aS,5aR,5bR,7aR,11aS,11bR,13aR,13bR)-5a,5b,8,8,11a-pentamethyl-3a-((2-(piperidin-1-yl)ethylamino)methyl)-1-(prop-1-en-2-yl)-2,3,3a,4,5,5a,5b,6,7,7a,8,11,11a,11b,12,13,13a,13b-octadecahydro-1H-cyclopenta[a]chrysen-9-yl)benzoate), C(=O)(C(F)(F)F)O (TFA). Solvent: C(Cl)Cl (DCM). Conditions: time 6 hour. Yields the product C[C@]12CC[C@@]3([C@@H]([C@H]2CC[C@@H]2[C@]4(CC=C(C([C@@H]4CC[C@@]12C)(C)C)C1=CC=C(C(=O)O)C=C1)C)[C@@H](CC3)C(=C)C)CNCCN3CCCCC3 (4-((1R,3aS,5aR,5bR,7aR,11aS,11bR,13aR,13bR)-5a,5b,8,8,11a-pentamethyl-3a-((2-(piperidin-1-yl)ethylamino)methyl)-1-(prop-1-en-2-yl)-2,3,3a,4,5,5a,5b,6,7,7a,8,11,11a,11b,12,13,13a,13b-octadecahydro-1H-cyclopenta[a]chrysen-9-yl)benzoic acid). Isolated yield 52.1%. RXN SMILES: [CH3:1][C@:2]12[C@@:19]3([CH3:20])[C@@H:10]([C@:11]4([CH3:36])[C@@H:16]([CH2:17][CH2:18]3)[C:15]([CH3:22])([CH3:21])[C:14]([C:23]3[CH:35]=[CH:34][C:26]([C:27]([O:29]C(C)(C)C)=[O:28])=[CH:25][CH:24]=3)=[CH:13][CH2:12]4)[CH2:9][CH2:8][C@@H:7]1[C@H:6]1[C@H:37]([C:40]([CH3:42])=[CH2:41])[CH2:38][CH2:39][C@:5]1([CH2:43][NH:44][CH2:45][CH2:46][N:47]1[CH2:52][CH2:51][CH2:50][CH2:49][CH2:48]1)[CH2:4][CH2:3]2.C(O)(C(F)(F)F)=O>C(Cl)Cl>[CH3:1][C@:2]12[C@@:19]3([CH3:20])[C@@H:10]([C@:11]4([CH3:36])[C@@H:16]([CH2:17][CH2:18]3)[C:15]([CH3:21])([CH3:22])[C:14]([C:23]3[CH:24]=[CH:25][C:26]([C:27]([OH:29])=[O:28])=[CH:34][CH:35]=3)=[CH:13][CH2:12]4)[CH2:9][CH2:8][C@@H:7]1[C@H:6]1[C@H:37]([C:40]([CH3:42])=[CH2:41])[CH2:38][CH2:39][C@:5]1([CH2:43][NH:44][CH2:45][CH2:46][N:47]1[CH2:48][CH2:49][CH2:50][CH2:51][CH2:52]1)[CH2:4][CH2:3]2. Reported procedure: To a solution of tert-butyl 4-((1R,3aS,5aR,5bR,7aR,11aS,11bR,13aR,13bR)-5a,5b,8,8,11a-pentamethyl-3a-((2-(piperidin-1-yl)ethylamino)methyl)-1-(prop-1-en-2-yl)-2,3,3a,4,5,5a,5b,6,7,7a,8,11,11a,11b,12,13,13a,13b-octadecahydro-1H-cyclopenta[a]chrysen-9-yl)benzoate (119 mg, 0.167 mmol) in DCM (1 ml) was added TFA (0.4 ml, 5.19 mmol). The mixture was stirred at rt for 6 h then was concentrated under reduced pressure. The residue was dissolved in dioxane and MeOH and was purified by prep HPLC. The fra...